This data is from the Open Reaction Database (ORD), a public repository of structured organic reaction records. The task is: describe an organic reaction: reactants, conditions, products, and yield Reaction SMILES: [CH3:1][O:2][C:3]1[CH:4]=[N:5][C:6]2[C:11]([CH:12]=1)=[CH:10][C:9]([CH2:13][C:14](O)=O)=[CH:8][CH:7]=2.[Cl:17][C:18]1[CH:19]=[C:20]([F:26])[C:21]([NH:24][NH2:25])=[N:22][CH:23]=1.C1(P(C2C=CC=CC=2)C2C=CC=CC=2)C=CC=CC=1.CCN(C(C)C)C(C)C.ClC(Cl)(Cl)C#N>C(Cl)Cl>[Cl:17][C:18]1[CH:19]=[C:20]([F:26])[C:21]2[N:22]([C:14]([CH2:13][C:9]3[CH:10]=[C:11]4[C:6](=[CH:7][CH:8]=3)[N:5]=[CH:4][C:3]([O:2][CH3:1])=[CH:12]4)=[N:25][N:24]=2)[CH:23]=1. The product is ClC=1C=C(C=2N(C1)C(=NN2)CC=2C=C1C=C(C=NC1=CC2)OC)F (6-((6-chloro-8-fluoro-[1,2,4]triazolo[4,3-a]pyridin-3-yl)methyl)-3-methoxyquinolin). Reaction conditions: temperature 150 celsius. Procedure details: To a mixture of 2-(3-methoxyquinolin-6-yl)acetic acid (0.22 g, 1.0 mmol), 1-(5-chloro-3-fluoropyridin-2-yl)hydrazine (0.11 g, 0.68 mmol) and triphenylphosphine (0.97 g, 2.0 mmol) (on solid support) in DCM (5 mL) was added DIEA (0.24 ml, 1.4 mmol) followed by 2,2,2-trichloroacetonitrile (0.14 ml, 1.4 mmol) via a syringe. The mixture was then heated to 150° C. for 15 minutes in an appropriately sealed vial. The mixture was filtered and the filtrate was diluted with 50 mL of EtOAc. The solution was... Reactants: CCN(C(C)C)C(C)C (DIEA), COC=1C=NC2=CC=C(C=C2C1)CC(=O)O (2-(3-methoxyquinolin-6-yl)acetic acid), ClC=1C=C(C(=NC1)NN)F (1-(5-chloro-3-fluoropyridin-2-yl)hydrazine), C1(=CC=CC=C1)P(C1=CC=CC=C1)C1=CC=CC=C1 (triphenylphosphine), ClC(C#N)(Cl)Cl (2,2,2-trichloroacetonitrile). Run in C(Cl)Cl (DCM). Reactants: O=C([O-])[O-], COc1cccc(B(O)O)c1OC, CCO, COCCOC, CC(C)n1nc(I)c2c(N)ncnc21, [Na+], [Na+], c1ccc(P(c2ccccc2)(c2ccccc2)[Pd](P(c2ccccc2)(c2ccccc2)c2ccccc2)(P(c2ccccc2)(c2ccccc2)c2ccccc2)P(c2ccccc2)(c2ccccc2)c2ccccc2)cc1. The product is COc1cccc(-c2nn(C(C)C)c3ncnc(N)c23)c1OC. As a reaction SMILES: [C:28](=[O:29])([O-:30])[O-:31].[CH3:1][O:2][c:3]1[c:4]([B:11]([OH:12])[OH:13])[cH:5][cH:6][cH:7][c:8]1[O:9][CH3:10].[CH3:34][CH2:35][OH:36].[CH3:37][O:38][CH2:39][CH2:40][O:41][CH3:42].[I:14][c:15]1[n:16][n:17]([CH:25]([CH3:26])[CH3:27])[c:18]2[n:19][cH:20][n:21][c:22]([NH2:24])[c:23]12.[Na+:32].[Na+:33].[cH:43]1[cH:44][cH:45][c:46]([P:47]([Pd:48]([P:49]([c:50]2[cH:51][cH:52][cH:53][cH:54][cH:55]2)([c:56]2[cH:57][cH:58][cH:59][cH:60][cH:61]2)[c:62]2[cH:63][cH:64][cH:65][cH:66][cH:67]2)([P:68]([c:69]2[cH:70][cH:71][cH:72][cH:73][cH:74]2)([c:75]2[cH:76][cH:77][cH:78][cH:79][cH:80]2)[c:81]2[cH:82][cH:83][cH:84][cH:85][cH:86]2)[P:87]([c:88]2[cH:89][cH:90][cH:91][cH:92][cH:93]2)([c:94]2[cH:95][cH:96][cH:97][cH:98][cH:99]2)[c:100]2[cH:101][cH:102][cH:103][cH:104][cH:105]2)([c:106]2[cH:107][cH:108][cH:109][cH:110][cH:111]2)[c:112]2[cH:113][cH:114][cH:115][cH:116][cH:117]2)[cH:118][cH:119]1>>[CH3:1][O:2][c:3]1[c:4](-[c:15]2[n:16][n:17]([CH:25]([CH3:26])[CH3:27])[c:18]3[n:19][cH:20][n:21][c:22]([NH2:24])[c:23]23)[cH:5][cH:6][cH:7][c:8]1[O:9][CH3:10]. Reactants: N1=CC=CC=C1 (Pyridine), ClC(=O)OC1=CC=C(C=C1)[N+](=O)[O-] (4-nitrophenyl chloroformate), NC=1C=C2CCCC(C2=CC1)=O (6-amino-3,4-dihydro-1(2H)-naphthalenone), [OH-].[Na+] (sodium hydroxide), [N+](=O)([O-])C1=CC=C(C=C1)N(C([O-])=O)C1=CC=2CCCC(C2C=C1)=O (4-nitrophenyl-5-oxo-5,6,7,8-tetrahydro-2-naphthalenylcarbamate), Cl.FC1=CC=C(C=C1)C1CCNCC1 (4-(4-fluorophenyl)piperidine hydrochloride). Run in O1CCCC1 (tetrahydrofuran), C(C)(=O)OCC (Ethyl acetate), CS(=O)C (dimethylsulfoxide). Reaction conditions: time 3 hour. The product is FC1=CC=C(C=C1)C1CCN(CC1)C(=O)NC1=CC=2CCCC(C2C=C1)=O (4-(4-Fluorophenyl)-N-(5-oxo-5,6,7,8-tetrahydro-2-naphthalenyl)-1-piperidinecarboxamide). Isolated yield 76.5%. Reaction SMILES: N1C=CC=CC=1.ClC(OC1C=CC([N+]([O-])=O)=CC=1)=O.NC1C=C2C(=CC=1)C(=O)CCC2.[OH-].[Na+].[N+](C1C=CC([N:43]([C:47]2[CH:56]=[CH:55][C:54]3[C:53](=[O:57])[CH2:52][CH2:51][CH2:50][C:49]=3[CH:48]=2)[C:44](=[O:46])[O-])=CC=1)([O-])=O.Cl.[F:59][C:60]1[CH:65]=[CH:64][C:63]([CH:66]2[CH2:71][CH2:70][NH:69][CH2:68][CH2:67]2)=[CH:62][CH:61]=1>C(OCC)(=O)C.CS(C)=O.O1CCCC1>[F:59][C:60]1[CH:65]=[CH:64][C:63]([CH:66]2[CH2:67][CH2:68][N:69]([C:44]([NH:43][C:47]3[CH:56]=[CH:55][C:54]4[C:53](=[O:57])[CH2:52][CH2:51][CH2:50][C:49]=4[CH:48]=3)=[O:46])[CH2:70][CH2:71]2)=[CH:62][CH:61]=1 |f:3.4,6.7|. Procedure: Pyridine(9.95 ml, 123 mmol) and 4-nitrophenyl chloroformate (12.4 g, 61.5 mmol) was added to a tetrahydrofuran(300 ml)solution of 6-amino-3,4-dihydro-1(2H)-naphthalenone(9.92 g, 61.5 mmol)obtained in Reference Example 96, which was stirred at room temperature for 3 hours. The solvent was distilled out under reduced pressure. 1N Hydrochloric acid was added to the residue to powder, which was washed with ethanol. 4N Aqueous sodium hydroxide solution was added to a dimethylsulfoxide (33 ml)solution... The reactants are C(C=1C(C(=O)O)=CC=CC1)(=O)O (phthalic acid), C(Cl)C1CO1 (epichlorohydrin), C(C1=CC=C(C(=O)Cl)C=C1)(=O)Cl (terephthaloyl chloride), C1C(O1)CO (glycidol). Solvent: C1(=CC=CC=C1)C (toluene), C(C)N(CC)CC (triethylamine). Product: C(C1=CC(C(=O)OCC2CO2)=CC=C1)(=O)OCC1CO1 (Diglycidyl isophthalate), C1C(O1)COC(=O)C2=CC=CC=C2C(=O)OCC3CO3 (diglycidyl orthophthalate), C(C1=CC=C(C(=O)OCC2CO2)C=C1)(=O)OCC1CO1 (Diglycidyl terephthalate). RXN SMILES: [C:1]([OH:12])(=[O:11])[C:2]1[C:3](=[CH:7][CH:8]=[CH:9][CH:10]=1)[C:4]([OH:6])=[O:5].[CH2:13]([CH:15]1[O:17][CH2:16]1)Cl.[C:18](Cl)(=[O:28])[C:19]1[CH:27]=[CH:26][C:22]([C:23](Cl)=[O:24])=[CH:21][CH:20]=1.[CH2:30]1[O:32][CH:31]1[CH2:33][OH:34]>C1(C)C=CC=CC=1.C(N(CC)CC)C>[C:4]([O:6][CH2:26][CH:22]1[O:24][CH2:23]1)(=[O:5])[C:3]1[CH:2]=[CH:10][CH:9]=[C:8]([C:16]([O:34][CH2:33][CH:31]2[O:32][CH2:30]2)=[O:17])[CH:7]=1.[CH2:16]1[O:17][CH:15]1[CH2:13][O:5][C:4]([C:3]1[C:2]([C:1]([O:12][CH2:20][CH:19]2[O:28][CH2:18]2)=[O:11])=[CH:10][CH:9]=[CH:8][CH:7]=1)=[O:6].[C:18]([O:34][CH2:33][CH:31]1[O:32][CH2:30]1)(=[O:28])[C:19]1[CH:27]=[CH:26][C:22]([C:23]([O:5][CH2:13][CH:15]2[O:17][CH2:16]2)=[O:24])=[CH:21][CH:20]=1. Reported procedure: Diglycidyl isophthalate and diglycidyl orthophthalate were prepared by caustic treatment of the products from the catalytic reaction of the corresponding phthalic acid with an excess of epichlorohydrin. Diglycidyl terephthalate was prepared in toluene from terephthaloyl chloride, glycidol, and triethylamine. Reactants: C1CCOC1, Cl, C1COCCO1, CC(C)(C)OC(=O)NC1(c2cccnn2)CC1. Product: Cl, NC1(c2cccnn2)CC1. RXN SMILES: [CH2:19]1[O:20][CH2:21][CH2:22][CH2:23]1.[ClH:18].[O:24]1[CH2:25][CH2:26][O:27][CH2:28][CH2:29]1.[n:1]1[n:2][c:3]([C:7]2([NH:10][C:11](=[O:12])[O:13][C:14]([CH3:15])([CH3:16])[CH3:17])[CH2:8][CH2:9]2)[cH:4][cH:5][cH:6]1>>[ClH:18].[n:1]1[n:2][c:3]([C:7]2([NH2:10])[CH2:8][CH2:9]2)[cH:4][cH:5][cH:6]1. Starting materials: CCN(CC)C(=O)CBr, Cc1ccc(N)cc1, COc1cc(C)ccc1S(=O)(=O)Cl. The product is CCN(CC)C(=O)CN(c1ccc(C)cc1)S(=O)(=O)c1ccc(C)cc1OC. As a reaction SMILES: [Br:1][CH2:2][C:3](=[O:4])[N:5]([CH2:6][CH3:7])[CH2:8][CH3:9].[CH3:10][c:11]1[cH:12][cH:13][c:14]([NH2:15])[cH:16][cH:17]1.[CH3:18][O:19][c:20]1[c:21]([S:27](=[O:28])(=[O:29])[Cl:30])[cH:22][cH:23][c:24]([CH3:26])[cH:25]1>>[CH2:2]([C:3](=[O:4])[N:5]([CH2:6][CH3:7])[CH2:8][CH3:9])[N:15]([c:14]1[cH:13][cH:12][c:11]([CH3:10])[cH:17][cH:16]1)[S:27]([c:21]1[c:20]([O:19][CH3:18])[cH:25][c:24]([CH3:26])[cH:23][cH:22]1)(=[O:28])=[O:29]. Starting materials: C(C)(C)(C)OC(N(C1=CC=NC=C1)CCOC1=CC(=CC(=C1)C(N(C)C(C)C)=O)Cl)=O ({2-[3-chloro-5-(isopropyl-methyl-carbamoyl)-phenoxy]-ethyl}-pyridin-4-yl-carbamic acid tert-butyl ester), FC(C(=O)O)(F)F (trifluoroacetic acid). The solvent is ClCCl (dichloromethane). Product: FC(C(=O)O)(F)F.ClC=1C=C(C(=O)N(C)C(C)C)C=C(C1)OCCNC1=CC=NC=C1 (3-Chloro-N-isopropyl-N-methyl-5-[2-(pyridin-4-ylamino)-ethoxy]-benzamide trifluoroacetate). As a reaction SMILES: C(OC(=O)[N:7]([CH2:14][CH2:15][O:16][C:17]1[CH:22]=[C:21]([C:23](=[O:29])[N:24]([CH:26]([CH3:28])[CH3:27])[CH3:25])[CH:20]=[C:19]([Cl:30])[CH:18]=1)[C:8]1[CH:13]=[CH:12][N:11]=[CH:10][CH:9]=1)(C)(C)C.[F:32][C:33]([F:38])([F:37])[C:34]([OH:36])=[O:35]>ClCCl>[F:32][C:33]([F:38])([F:37])[C:34]([OH:36])=[O:35].[Cl:30][C:19]1[CH:20]=[C:21]([CH:22]=[C:17]([O:16][CH2:15][CH2:14][NH:7][C:8]2[CH:9]=[CH:10][N:11]=[CH:12][CH:13]=2)[CH:18]=1)[C:23]([N:24]([CH:26]([CH3:28])[CH3:27])[CH3:25])=[O:29] |f:3.4|. Reported procedure: A solution of {2-[3-chloro-5-(isopropyl-methyl-carbamoyl)-phenoxy]-ethyl}-pyridin-4-yl-carbamic acid tert-butyl ester (0.060 g) in dichloromethane (4 ml) and trifluoroacetic acid (4 ml) was stored at room temperature for 2 h and then concentrated under reduced pressure. The residue was subjected to preparative hplc to give the title compound as a yellow gum (0.061 g).